This data is from the Open Reaction Database (ORD), a public repository of structured organic reaction records. The task is: describe an organic reaction: reactants, conditions, products, and yield Reactants: C(C)OC(CN(C)C(CCC=1SC2=C(N1)C(=C(C=C2F)F)F)=S)=O (N-[3-(4,5,7-trifluorobenzothiazol-2-yl)-1-thioxopropyl]-N-methylglycine ethyl ester), [OH-].[Na+] (sodium hydroxide). The solvent is O (water), O (water), O1CCOCC1 (dioxane). The product is FC1=C(C=C(C2=C1N=C(S2)CCC(=S)N(CC(=O)O)C)F)F (N-[3-(4,5,7-trifluorobenzothiazol-2-yl)-1-thioxopropyl]-N-methylglycine). Yield: 89.0%. RXN SMILES: C([O:3][C:4](=[O:24])[CH2:5][N:6]([C:8](=[S:23])[CH2:9][CH2:10][C:11]1[S:12][C:13]2[C:19]([F:20])=[CH:18][C:17]([F:21])=[C:16]([F:22])[C:14]=2[N:15]=1)[CH3:7])C.[OH-].[Na+]>O.O1CCOCC1>[F:22][C:16]1[C:14]2[N:15]=[C:11]([CH2:10][CH2:9][C:8]([N:6]([CH3:7])[CH2:5][C:4]([OH:24])=[O:3])=[S:23])[S:12][C:13]=2[C:19]([F:20])=[CH:18][C:17]=1[F:21] |f:1.2|. Reported procedure: To a solution of N-[3-(4,5,7-trifluorobenzothiazol-2-yl)-1-thioxopropyl]-N-methylglycine ethyl ester (190 mg, 0.5 mmol) in a mixture of water (3 ml) and dioxane (6 ml) was added dropwise 2N sodium hydroxide (0.6 mmol) with stirring under ice-cooling and the mixture was stirred for 1 hour at room temperature, then diluted with water and washed with ether. The aqueous phase was acidified with 7% hydrochloric acid and extracted with ethyl acetate. The organic layer was washed with water, dried and ...